From a dataset of the Open Reaction Database (ORD), a public repository of structured organic reaction records. describe an organic reaction: reactants, conditions, products, and yield Starting materials: [Cl-].[NH4+] (ammonium chloride), C(C)(=O)OC1C(C2CN(CC2C(C1)(C)C)CC1=CC=CC=C1)=O ((3aRS,5RS,7aRS)-5-acetoxy-2-benzyl-7,7-dimethyl-4-perhydroisoindolone), COC1=C(C=CC=C1)[Mg]Br (2-methoxyphenylmagnesium bromide). Run in O1CCCC1 (tetrahydrofuran), ice, O1CCCC1 (tetrahydrofuran), C(C)OCC (ethyl ether). Product: C(C1=CC=CC=C1)N1CC2C(CC(C(C2C1)(O)C1=C(C=CC=C1)OC)O)(C)C ((3aRS,4RS,5RS,7aRS)-2-benzyl-7,7-dimethyl-4-(2-methoxyphenyl)-4,5-perhydroisoindolediol). Yield: 35.1%. Reaction SMILES: [CH3:1][O:2][C:3]1[CH:8]=[CH:7][CH:6]=[CH:5][C:4]=1[Mg]Br.C([O:14][CH:15]1[CH2:23][C:22]([CH3:25])([CH3:24])[CH:21]2[CH:17]([CH2:18][N:19]([CH2:26][C:27]3[CH:32]=[CH:31][CH:30]=[CH:29][CH:28]=3)[CH2:20]2)[C:16]1=[O:33])(=O)C.[Cl-].[NH4+]>O1CCCC1.C(OCC)C>[CH2:26]([N:19]1[CH2:18][CH:17]2[CH:21]([C:22]([CH3:25])([CH3:24])[CH2:23][CH:15]([OH:14])[C:16]2([C:4]2[CH:5]=[CH:6][CH:7]=[CH:8][C:3]=2[O:2][CH3:1])[OH:33])[CH2:20]1)[C:27]1[CH:28]=[CH:29][CH:30]=[CH:31][CH:32]=1 |f:2.3|. Reported procedure: To a suspension of 33.8 g of 2-methoxyphenylmagnesium bromide in 75 cm3 of tetrahydrofuran is added dropwise, at room temperature and with stirring, a solution of 6.6 g of (3aRS,5RS,7aRS)-5-acetoxy-2-benzyl-7,7-dimethyl-4-perhydroisoindolone in 75 cm3 of tetrahydrofuran. The reaction mixture is stirred at room temperature for 15 hours, treated with 200 cm3 of saturated aqueous ammonium chloride solution and taken up in 200 cm3 of ethyl ether and 100 g of ice. The organic phase is extracted with ... The reactants are BrC1=C(C=CC=C1)[N+](=O)[O-] (1-Bromo-2-nitrobenzene), C(=O)([O-])[O-].[Cs+].[Cs+] (Cs2CO3), C(C)(C)(C)OC(=O)N1CC(NCC1)C (3-Methyl-piperazine-1-carboxylic acid tert-butyl ester), Teflon. Reagents/catalysts: CC(=O)[O-].CC(=O)[O-].[Pd+2] (Pd(OAc)2). Solvent: C1(=CC=CC=C1)C (toluene). Reaction conditions: time 15 hour. Yields the product C(C)(C)(C)OC(=O)N1CC(N(CC1)C1=C(C=CC=C1)[N+](=O)[O-])C (3-methyl-4-(2-nitro-phenyl)-piperazine-carboxylic acid tert-butyl ester). RXN SMILES: Br[C:2]1[CH:7]=[CH:6][CH:5]=[CH:4][C:3]=1[N+:8]([O-:10])=[O:9].C([O-])([O-])=O.[Cs+].[Cs+].[C:17]([O:21][C:22]([N:24]1[CH2:29][CH2:28][NH:27][CH:26]([CH3:30])[CH2:25]1)=[O:23])([CH3:20])([CH3:19])[CH3:18]>CC([O-])=O.CC([O-])=O.[Pd+2].C1(C)C=CC=CC=1>[C:17]([O:21][C:22]([N:24]1[CH2:29][CH2:28][N:27]([C:2]2[CH:7]=[CH:6][CH:5]=[CH:4][C:3]=2[N+:8]([O-:10])=[O:9])[CH:26]([CH3:30])[CH2:25]1)=[O:23])([CH3:20])([CH3:18])[CH3:19] |f:1.2.3,5.6.7|. Procedure: 1-Bromo-2-nitrobenzene (2.00 mmol, 404 mg), Pd(OAc)2 (0.100 mmol, 22.5 mg), Palucki-Phos (0.120 mmol, 45.8 mg) and Cs2CO3 (3 mmol, 1 g) were loaded into a Schlenk tube containing a stir bar. The tube was capped with a rubber septum, evacuated and refilled with nitrogen. 3-Methyl-piperazine-1-carboxylic acid tert-butyl ester (0.48 mL, 2.5 mmol) and toluene (3 mL) were added to the reaction through the septum via syringe and the tube was sealed with a Teflon screw cap under a flow of nitrogen, and... Starting materials: CC(C)(C)c1cc(NC(=O)Nc2cccc(O)c2)no1, O=C([O-])[O-], C1CCOC1, CCOC(C)=O, COc1cc2c(Cl)ncnc2cc1OCCCl, [Cs+], [Cs+]. Product: COc1cc2c(Oc3cccc(NC(=O)Nc4cc(C(C)(C)C)on4)c3)ncnc2cc1OCCCl. Reaction SMILES: [C:1]([CH3:2])([CH3:3])([CH3:4])[c:5]1[cH:6][c:7]([NH:10][C:11](=[O:12])[NH:13][c:14]2[cH:15][c:16]([OH:20])[cH:17][cH:18][cH:19]2)[n:8][o:9]1.[C:38](=[O:39])([O-:40])[O-:41].[CH2:44]1[O:45][CH2:46][CH2:47][CH2:48]1.[CH3:49][CH2:50][O:51][C:52](=[O:53])[CH3:54].[Cl:21][c:22]1[n:23][cH:24][n:25][c:26]2[cH:27][c:28]([O:34][CH2:35][CH2:36][Cl:37])[c:29]([O:32][CH3:33])[cH:30][c:31]12.[Cs+:42].[Cs+:43]>>[C:1]([CH3:2])([CH3:3])([CH3:4])[c:5]1[cH:6][c:7]([NH:10][C:11](=[O:12])[NH:13][c:14]2[cH:15][c:16]([O:20][c:22]3[n:23][cH:24][n:25][c:26]4[cH:27][c:28]([O:34][CH2:35][CH2:36][Cl:37])[c:29]([O:32][CH3:33])[cH:30][c:31]34)[cH:17][cH:18][cH:19]2)[n:8][o:9]1. The reactants are solution, C(C)OC(C1=CC(=NC(=C1)OC)Cl)=O (2-chloro-6-methoxy-isonicotinic acid ethyl ester), Pd(dppf), C1(=CC=CC=C1)C (toluene). Reagents/catalysts: [CH3-].[CH3-].[Zn+2] (dimethyl zink). Solvent: O1CCOCC1 (dioxane). Run at temperature 75 celsius, time 18 hour. The product is C(C)OC(C1=CC(=NC(=C1)C)OC)=O (2-methoxy-6-methyl-isonicotinic acid ethyl ester). RXN SMILES: [CH2:1]([O:3][C:4](=[O:14])[C:5]1[CH:10]=[C:9]([O:11][CH3:12])[N:8]=[C:7](Cl)[CH:6]=1)[CH3:2].[C:15]1(C)C=CC=CC=1>O1CCOCC1.[CH3-].[CH3-].[Zn+2]>[CH2:1]([O:3][C:4](=[O:14])[C:5]1[CH:6]=[C:7]([CH3:15])[N:8]=[C:9]([O:11][CH3:12])[CH:10]=1)[CH3:2] |f:3.4.5|. Procedure details: Under argon, dimethyl zink (14.26 g, 149 mmol, 124 mL of a 1.2 M solution in toluene) is added dropwise to a solution of 2-chloro-6-methoxy-isonicotinic acid ethyl ester (5.37 g, 24.9 mmol) and Pd(dppf) (203 mg, 0.249 mmol) in dioxane (120 mL). The mixture is heated to 75° C. and stirred for 18 h before it is cooled again to rt. The reaction is quenched by carefully adding water. The mixture is diluted further with water, filtered over celite and the filtrate is extracted with EA (2×250 mL). The... The reactants are C(C)(C)(C)C=1SC=C(N1)CP(OCC)(OCC)=O (diethyl [(2-tert-butyl-1,3-thiazol-4-yl)methyl]phosphonate), [H-].[Na+] (sodium hydride), O (Water), COCOC1=NN(C=C1C=O)C1=CC=CC=C1 (3-(Methoxymethoxy)-1-phenyl-1H-pyrazole-4-carbaldehyde). Run in O1CCCC1 (tetrahydrofuran). Run at time 30 minute. Yields the product C(C)(C)(C)C=1SC=C(N1)\C=C\C=1C(=NN(C1)C1=CC=CC=C1)OCOC (2-tert-butyl-4-{(E)-2-[3-(methoxymethoxy)-1-phenyl-1H-pyrazol-4-yl]ethenyl}-1,3-thiazole). Yield: 93.2%. RXN SMILES: [C:1]([C:5]1[S:6][CH:7]=[C:8]([CH2:10]P(=O)(OCC)OCC)[N:9]=1)([CH3:4])([CH3:3])[CH3:2].[H-].[Na+].[CH3:21][O:22][CH2:23][O:24][C:25]1[C:29]([CH:30]=O)=[CH:28][N:27]([C:32]2[CH:37]=[CH:36][CH:35]=[CH:34][CH:33]=2)[N:26]=1.O>O1CCCC1>[C:1]([C:5]1[S:6][CH:7]=[C:8](/[CH:10]=[CH:30]/[C:29]2[C:25]([O:24][CH2:23][O:22][CH3:21])=[N:26][N:27]([C:32]3[CH:37]=[CH:36][CH:35]=[CH:34][CH:33]=3)[CH:28]=2)[N:9]=1)([CH3:2])([CH3:3])[CH3:4] |f:1.2|. Reported procedure: To a solution of diethyl [(2-tert-butyl-1,3-thiazol-4-yl)methyl]phosphonate (2.2 g) in tetrahydrofuran (100 mL) was added sodium hydride (60% in oil, 0.48 g) at room temperature, and the mixture was stirred for 30 min. 3-(Methoxymethoxy)-1-phenyl-1H-pyrazole-4-carbaldehyde (2.3 g) was added to the reaction mixture, and the mixture was heated under reflux for 3 hrs. Water was poured into the reaction mixture, and the mixture was extracted with ethyl acetate. The ethyl acetate layer was washed wit...